The task is: describe an organic reaction: reactants, conditions, products, and yield. This data is from the Open Reaction Database (ORD), a public repository of structured organic reaction records. The reactants are CC1(O)CC(CO[Si](c2ccccc2)(c2ccccc2)C(C)(C)C)OC(n2c3cc(F)c(F)cc3c3c4c(c5c6cc(F)c(F)cc6[nH]c5c32)C(=O)NC4=O)C1OCc1ccccc1, CC1(O)CC(CO[Si](c2ccccc2)(c2ccccc2)C(C)(C)C)OC(n2c3cc(F)c(F)cc3c3c4c(c5c6cc(F)c(F)cc6[nH]c5c32)C(=O)NC4=O)C1OCc1ccccc1, CC#N, CCOC(C)=O. The product is CC1(O)CC(CO)OC(n2c3cc(F)c(F)cc3c3c4c(c5c6cc(F)c(F)cc6[nH]c5c32)C(=O)NC4=O)C1OCc1ccccc1. As a reaction SMILES: [C:1]([Si:2]([c:3]1[cH:4][cH:5][cH:53][cH:54][cH:55]1)([O:6][CH2:7][CH:8]1[CH2:9][C:10]([OH:51])([CH3:52])[CH:11]([O:43][CH2:44][c:45]2[cH:46][cH:47][cH:48][cH:49][cH:50]2)[CH:12]([n:14]2[c:15]3[cH:16][c:17]([F:42])[c:18]([F:41])[cH:19][c:20]3[c:21]3[c:22]4[c:23]([c:24]5[c:25]([c:26]23)[nH:27][c:28]2[cH:29][c:30]([F:35])[c:31]([F:34])[cH:32][c:33]52)[C:36](=[O:40])[NH:37][C:38]4=[O:39])[O:13]1)[c:56]1[cH:57][cH:58][cH:59][cH:60][cH:61]1)([CH3:62])([CH3:63])[CH3:64].[C:65]([Si:66]([c:67]1[cH:68][cH:69][cH:70][cH:71][cH:72]1)([c:73]1[cH:74][cH:75][cH:76][cH:77][cH:78]1)[O:79][CH2:80][CH:81]1[O:82][CH:83]([n:84]2[c:85]3[c:86]4[nH:87][c:88]5[cH:89][c:90]([F:91])[c:92]([F:93])[cH:94][c:95]5[c:96]4[c:97]4[c:103]([c:104]3[c:105]3[c:106]2[cH:107][c:108]([F:109])[c:110]([F:111])[cH:112]3)[C:101](=[O:102])[NH:100][C:98]4=[O:99])[CH:113]([O:114][CH2:115][c:116]2[cH:117][cH:118][cH:119][cH:120][cH:121]2)[C:122]([CH3:123])([OH:124])[CH2:125]1)([CH3:126])([CH3:127])[CH3:128].[CH3:129][C:130]#[N:131].[CH3:132][CH2:133][O:134][C:135](=[O:136])[CH3:137]>>[OH:6][CH2:7][CH:8]1[CH2:9][C:10]([OH:51])([CH3:52])[CH:11]([O:43][CH2:44][c:45]2[cH:46][cH:47][cH:48][cH:49][cH:50]2)[CH:12]([n:14]2[c:15]3[cH:16][c:17]([F:42])[c:18]([F:41])[cH:19][c:20]3[c:21]3[c:22]4[c:23]([c:24]5[c:25]([c:26]23)[nH:27][c:28]2[cH:29][c:30]([F:35])[c:31]([F:34])[cH:32][c:33]52)[C:36](=[O:40])[NH:37][C:38]4=[O:39])[O:13]1. Starting materials: C(CCC)OC(=O)C=1N=C(C2=CC(=CC=C2C1O)OC(C)C)Cl (1-chloro-4-hydroxy-7-isopropoxy-isoquinoline-3-carboxylic acid butyl ester), COCCN (2-methoxy-ethylamine). Yields the product COCCNC(=O)C=1N=C(C2=CC(=CC=C2C1O)OC(C)C)Cl (1-Chloro-4-hydroxy-7-isopropoxy-isoquinoline-3-carboxylic acid (2-methoxy-ethyl)-amide). RXN SMILES: C(O[C:6]([C:8]1[N:9]=[C:10]([Cl:23])[C:11]2[C:16]([C:17]=1[OH:18])=[CH:15][CH:14]=[C:13]([O:19][CH:20]([CH3:22])[CH3:21])[CH:12]=2)=[O:7])CCC.[CH3:24][O:25][CH2:26][CH2:27][NH2:28]>>[CH3:24][O:25][CH2:26][CH2:27][NH:28][C:6]([C:8]1[N:9]=[C:10]([Cl:23])[C:11]2[C:16]([C:17]=1[OH:18])=[CH:15][CH:14]=[C:13]([O:19][CH:20]([CH3:21])[CH3:22])[CH:12]=2)=[O:7]. Reported procedure: Synthesized from 1-chloro-4-hydroxy-7-isopropoxy-isoquinoline-3-carboxylic acid butyl ester (can be obtained according to U.S. Pat. No. 6,093,730, October 1998, Weidmann et al.) and 2-methoxy-ethylamine in analogy to example B-5; MS-(−)-ion: M−1=337.1. Starting materials: ClC1=CC=C(C=C1)S(=O)(=O)N1[C@@H](C[C@H](C1)NS(=O)(=O)C1=CC=C(C=C1)Cl)\C=C/C1=CC=C(C=C1)C(=O)OC ((2S,4R)-1-(4-chlorophenyl-sulfonyl)-4-(4-chlorophenylsulfonylamino)-2-[(Z)-2-(4methoxycarbonylphenyl)vinyl]pyrrolidine). Solvent: CO (methanol), [OH-].[Na+] (sodium hydroxide). Run at temperature 50 celsius, time 4 hour. Product: C(=O)(O)C1=CC=C(C=C1)\C=C/[C@H]1N(C[C@@H](C1)NS(=O)(=O)C1=CC=C(C=C1)Cl)S(=O)(=O)C1=CC=C(C=C1)Cl ((2S,4R)-2-[(Z)-2-(4-carboxyphenyl)vinyl]-1-(4-chlorophenylsulfonyl)-4-(4-chlorophenylsulfonylamino)pyrrolidine). Yield: 99.0%. As a reaction SMILES: [Cl:1][C:2]1[CH:7]=[CH:6][C:5]([S:8]([N:11]2[CH2:15][C@H:14]([NH:16][S:17]([C:20]3[CH:25]=[CH:24][C:23]([Cl:26])=[CH:22][CH:21]=3)(=[O:19])=[O:18])[CH2:13][C@H:12]2/[CH:27]=[CH:28]\[C:29]2[CH:34]=[CH:33][C:32]([C:35]([O:37]C)=[O:36])=[CH:31][CH:30]=2)(=[O:10])=[O:9])=[CH:4][CH:3]=1>CO.[OH-].[Na+]>[C:35]([C:32]1[CH:31]=[CH:30][C:29](/[CH:28]=[CH:27]\[C@@H:12]2[CH2:13][C@@H:14]([NH:16][S:17]([C:20]3[CH:25]=[CH:24][C:23]([Cl:26])=[CH:22][CH:21]=3)(=[O:18])=[O:19])[CH2:15][N:11]2[S:8]([C:5]2[CH:4]=[CH:3][C:2]([Cl:1])=[CH:7][CH:6]=2)(=[O:10])=[O:9])=[CH:34][CH:33]=1)([OH:37])=[O:36] |f:2.3|. Procedure: A solution of (2S,4R)-1-(4-chlorophenyl-sulfonyl)-4-(4-chlorophenylsulfonylamino)-2-[(Z)-2-(4methoxycarbonylphenyl)vinyl]pyrrolidine (15.0 g) in a mixture of methanol (100 ml) and 1N aqueous sodium hydroxide (75 ml) was stirred at 50° C. for 4 hours and the volatile solvent was evaporated in vacuo. The residual aqueous solution was adjusted to pH 1 with concentrated hydrochloric acid. The white precipitate was collected by filtration and washed with water to give (2S,4R)-2-[(Z)-2-(4-carboxypheny...